The task is: describe an organic reaction: reactants, conditions, products, and yield. This data is from the Open Reaction Database (ORD), a public repository of structured organic reaction records. Solvent: C1(=CC=CC=C1)C (toluene), O (water). The reagents and catalysts are C(C)(=O)[O-].[Pd+2].C(C)(=O)[O-] (palladium (II) acetate). As a reaction SMILES: [CH2:1]([O:3][C:4]([C:6]1[CH:7]=[N:8][C:9](Cl)=[CH:10][C:11]=1[NH:12][C:13](=[O:18])[C:14]([F:17])([F:16])[F:15])=[O:5])[CH3:2].[CH3:20][O:21][C:22]1[CH:41]=[CH:40][C:25]([CH2:26][NH:27][C:28]2[CH:29]=[N:30][C:31]([N:34]3[CH2:39][CH2:38][O:37][CH2:36][CH2:35]3)=[CH:32][CH:33]=2)=[CH:24][CH:23]=1.C1(P(C2C=CC=CC=2)C2C=CC3C(=CC=CC=3)C=2C2C3C(=CC=CC=3)C=CC=2P(C2C=CC=CC=2)C2C=CC=CC=2)C=CC=CC=1.C(=O)([O-])[O-].[Na+].[Na+]>C1(C)C=CC=CC=1.C([O-])(=O)C.[Pd+2].C([O-])(=O)C.O>[CH2:1]([O:3][C:4]([C:6]1[CH:7]=[N:8][C:9]([N:27]([CH2:26][C:25]2[CH:40]=[CH:41][C:22]([O:21][CH3:20])=[CH:23][CH:24]=2)[C:28]2[CH:29]=[N:30][C:31]([N:34]3[CH2:39][CH2:38][O:37][CH2:36][CH2:35]3)=[CH:32][CH:33]=2)=[CH:10][C:11]=1[NH:12][C:13](=[O:18])[C:14]([F:17])([F:16])[F:15])=[O:5])[CH3:2] |f:3.4.5,7.8.9|. Starting materials: C(C)OC(=O)C=1C=NC(=CC1NC(C(F)(F)F)=O)Cl (6-chloro-4-(trifluoroacetyl)aminopyridine-3-carboxylic acid ethyl ester), COC1=CC=C(CNC=2C=NC(=CC2)N2CCOCC2)C=C1 (3-(4-methoxybenzyl)amino-6-morpholinopyridine), C1(=CC=CC=C1)P(C1=C(C2=CC=CC=C2C=C1)C1=C(C=CC2=CC=CC=C12)P(C1=CC=CC=C1)C1=CC=CC=C1)C1=CC=CC=C1 (2,2′-bis (diphenylphosphino)-1,1′-binaphthyl), C([O-])([O-])=O.[Na+].[Na+] (sodium carbonate). Procedure: 21.8 mg of 6-chloro-4-(trifluoroacetyl)aminopyridine-3-carboxylic acid ethyl ester and 22 mg of 3-(4-methoxybenzyl)amino-6-morpholinopyridine were dissolved in 1 mL of toluene, to which 1.7 mg of palladium (II) acetate, 9.2 mg of 2,2′-bis (diphenylphosphino)-1,1′-binaphthyl and 202 mg of sodium carbonate were added, and stirred overnight at 100° C. After cooling, water was added to the reaction mixture, extracted with chloroform, the extract was washed with saturated saline, and dried on anhydro... Reaction conditions: temperature 100 celsius, time 8 hour. The product is C(C)OC(=O)C=1C=NC(=CC1NC(C(F)(F)F)=O)N(C=1C=NC(=CC1)N1CCOCC1)CC1=CC=C(C=C1)OC (6-[4-methoxybenzyl-(6-morpholinopyridin-3-yl)amino]-4-[(trifluoroacetyl)amino]pyridine-3-carboxylic acid ethyl ester). Reactants: Cl.C(N)(=N)C1=CC=C(C=C1)C=CC=CC(=O)OCC (ethyl 5-(4-amidinophenyl)-2,4-pentadienoate hydrochloride). The reagents and catalysts are [Pd] (Pd-C). The solvent is C(C)O (ethanol). Reaction conditions: time 3 hour. Product: Cl.C(N)(=N)C1=CC=C(C=C1)CCCCC(=O)OCC (ethyl 5-(4-amidinophenyl)pentanoate hydrochloride). The yield is 95.7%. RXN SMILES: [ClH:1].[C:2]([C:5]1[CH:10]=[CH:9][C:8]([CH:11]=[CH:12][CH:13]=[CH:14][C:15]([O:17][CH2:18][CH3:19])=[O:16])=[CH:7][CH:6]=1)(=[NH:4])[NH2:3]>C(O)C.[Pd]>[ClH:1].[C:2]([C:5]1[CH:10]=[CH:9][C:8]([CH2:11][CH2:12][CH2:13][CH2:14][C:15]([O:17][CH2:18][CH3:19])=[O:16])=[CH:7][CH:6]=1)(=[NH:3])[NH2:4] |f:0.1,4.5|. Reported procedure: A mixture of ethyl 5-(4-amidinophenyl)-2,4-pentadienoate hydrochloride (20.00 g) and 10% Pd-C (5.00 g) in ethanol (500 ml) was stirred under H2 gas at room temperature for 3 hours. After filtration, the filtrate was evaporated in vacuo. The resulting precipitate was washed with diethyl ether to give ethyl 5-(4-amidinophenyl)pentanoate hydrochloride (19.42 g). Starting materials: ClC1=NC2=CC=C(C=C2C=C1)Cl (2,6-dichloroquinoline), COC1=C(CN)C=CC=C1 (2-methoxybenzylamine), NCCCN1C=NC=C1 (1-(3-aminopropyl)imidazole). Yields the product N1(C=NC=C1)CCCNC=1C=C2C=CC(=NC2=CC1)NCC1=C(C=CC=C1)OC (N6-(3-Imidazol-1-yl-propyl)-N2-(2-methoxy-benzyl)-quinoline-2,6-diamine). Reaction SMILES: Cl[C:2]1[CH:11]=[CH:10][C:9]2[C:4](=[CH:5][CH:6]=[C:7](Cl)[CH:8]=2)[N:3]=1.[CH3:13][O:14][C:15]1[CH:22]=[CH:21][CH:20]=[CH:19][C:16]=1[CH2:17][NH2:18].[NH2:23][CH2:24][CH2:25][CH2:26][N:27]1[CH:31]=[CH:30][N:29]=[CH:28]1>>[N:27]1([CH2:26][CH2:25][CH2:24][NH:23][C:7]2[CH:8]=[C:9]3[C:4](=[CH:5][CH:6]=2)[N:3]=[C:2]([NH:18][CH2:17][C:16]2[CH:19]=[CH:20][CH:21]=[CH:22][C:15]=2[O:14][CH3:13])[CH:11]=[CH:10]3)[CH:31]=[CH:30][N:29]=[CH:28]1. Reported procedure: The title compound, MS: m/e=388.4 (M+H+), was prepared in accordance with the general method of example 1 from 2,6-dichloroquinoline, 2-methoxybenzylamine and 1-(3-aminopropyl)imidazole. Starting materials: S(=O)(=O)([O-])[O-].[Mg+2] (Magnesium sulfate), ClC1=C2C(=NC=C1)C=C(O2)I (7-chloro-2-iodofuro[3,2-b]pyridine), [Li]CCCC (nBuLi), CI (MeI), CI (MeI). Solvent: C1CCOC1 (THF). Reaction conditions: time 1 hour. Yields the product ClC1=C2C(=NC=C1)C=C(O2)C (7-chloro-2-methylfuro[3,2-b]pyridine). Reaction SMILES: [Cl:1][C:2]1[CH:7]=[CH:6][N:5]=[C:4]2[CH:8]=[C:9](I)[O:10][C:3]=12.[Li][CH2:13]CCC.CI.S([O-])([O-])(=O)=O.[Mg+2]>C1COCC1>[Cl:1][C:2]1[CH:7]=[CH:6][N:5]=[C:4]2[CH:8]=[C:9]([CH3:13])[O:10][C:3]=12 |f:3.4|. Procedure details: In an oven-dried round bottom flask, 7-chloro-2-iodofuro[3,2-b]pyridine (0.200 g, 0.72 mmol) was dissolved in 3 mL THF and cooled to −78° C. nBuLi (0.43 ml, 1.1 mmol) was slowly added and the reaction was stirred for one hour. Meanwhile, a vial was filled with MeI and warmed to RT. Magnesium sulfate was added and the mixture was stirred for 5 minutes and filtered into another vial. Immediately from this vial, MeI (0.11 ml, 1.8 mmol) was added to the reaction which was stirred at −78° C. for 3 ho... Reactants: COC(=O)c1ccc(OC)cc1C#CCC(C)C, CNOC, [Li]CCCC, Cl. Product: COc1ccc(C(=O)N(C)OC)c(C#CCC(C)C)c1. As a reaction SMILES: [CH3:1][O:2][c:3]1[cH:4][c:5]([C:13]#[C:14][CH2:15][CH:16]([CH3:17])[CH3:18])[c:6]([C:7]([O:9][CH3:8])=[O:10])[cH:11][cH:12]1.[CH3:20][NH:21][O:22][CH3:23].[CH3:24][CH2:25][CH2:26][CH2:27][Li:28].[ClH:19]>>[CH3:1][O:2][c:3]1[cH:4][c:5]([C:13]#[C:14][CH2:15][CH:16]([CH3:17])[CH3:18])[c:6]([C:7](=[O:9])[N:21]([CH3:20])[O:22][CH3:23])[cH:11][cH:12]1. Reactants: FC1=CC=C(C=C1)C(CCCCCC(=O)OC)C1=C(C(=C(C=2CCCCC12)C)C)O (methyl 7-(4-fluorophenyl)-7-(2-hydroxy-3,4-dimethyl-5,6,7,8-tetrahydronaphthyl)heptanoate), [H-].[Na+] (sodium hydride), O (Water), CI (Methyl iodide). Solvent: CN(C=O)C (dimethylformamide), CN(C=O)C (dimethylformamide). Run at time 30 minute. The product is FC1=CC=C(C=C1)C(CCCCCC(=O)OC)C1=C(C(=C(C=2CCCCC12)C)C)OC (methyl 7-(4-fluorophenyl)-7-(2-methoxy-3,4-dimethyl-5,6,7,8-tetrahydronaphthyl)heptanoate). As a reaction SMILES: [F:1][C:2]1[CH:7]=[CH:6][C:5]([CH:8]([C:18]2[C:27]3[CH2:26][CH2:25][CH2:24][CH2:23][C:22]=3[C:21]([CH3:28])=[C:20]([CH3:29])[C:19]=2[OH:30])[CH2:9][CH2:10][CH2:11][CH2:12][CH2:13][C:14]([O:16][CH3:17])=[O:15])=[CH:4][CH:3]=1.[H-].[Na+].[CH3:33]I.O>CN(C)C=O>[F:1][C:2]1[CH:7]=[CH:6][C:5]([CH:8]([C:18]2[C:27]3[CH2:26][CH2:25][CH2:24][CH2:23][C:22]=3[C:21]([CH3:28])=[C:20]([CH3:29])[C:19]=2[O:30][CH3:33])[CH2:9][CH2:10][CH2:11][CH2:12][CH2:13][C:14]([O:16][CH3:17])=[O:15])=[CH:4][CH:3]=1 |f:1.2|. Procedure details: A solution of methyl 7-(4-fluorophenyl)-7-(2-hydroxy-3,4-dimethyl-5,6,7,8-tetrahydronaphthyl)heptanoate (0.5 g) in dimethylformamide (1 ml) was added to a mixture of 60% sodium hydride (51 mg) and dimethylformamide (2 ml) at 0° C. The reaction mixture was stirred at room temperature for 30 minutes. Methyl iodide (82 ml) was added dropwise and the mixture was stirred at the same temperature for 2 hours. Water was added and the mixture was extracted with ethyl acetate. The organic layer was washed...